From a dataset of the Open Reaction Database (ORD), a public repository of structured organic reaction records. describe an organic reaction: reactants, conditions, products, and yield Reactants: CSC1=C(C=CC=C1)B(O)O (2-(methylthio)phenylboronic acid), NC=1C(=NC=CC1)Br (3-amino-2-bromopyridine), O.P(=O)([O-])([O-])[O-].[K+].[K+].[K+] (potassium phosphate hydrate), C1(=CC=CC=C1)C (toluene). Reagents/catalysts: C=1C=CC(=CC1)/C=C/C(=O)/C=C/C2=CC=CC=C2.C=1C=CC(=CC1)/C=C/C(=O)/C=C/C2=CC=CC=C2.C=1C=CC(=CC1)/C=C/C(=O)/C=C/C2=CC=CC=C2.[Pd].[Pd] (Pd2(dba)3), C1(CCCCC1)P(C1=C(C=CC=C1)C1=C(C=CC=C1OC)OC)C1CCCCC1 (2-dicyclohexylphosphino-2′,6′-dimethoxybiphenyl). Solvent: O (water). Product: CSC1=C(C=CC=C1)C1=NC=CC=C1N (2-(2-(methylthio)phenyl)pyridin-3-amine). Isolated yield 78.4%. RXN SMILES: [CH3:1][S:2][C:3]1[CH:8]=[CH:7][CH:6]=[CH:5][C:4]=1B(O)O.[NH2:12][C:13]1[C:14](Br)=[N:15][CH:16]=[CH:17][CH:18]=1.O.P([O-])([O-])([O-])=O.[K+].[K+].[K+].C1(C)C=CC=CC=1>O.C1C=CC(/C=C/C(/C=C/C2C=CC=CC=2)=O)=CC=1.C1C=CC(/C=C/C(/C=C/C2C=CC=CC=2)=O)=CC=1.C1C=CC(/C=C/C(/C=C/C2C=CC=CC=2)=O)=CC=1.[Pd].[Pd].C1(P(C2CCCCC2)C2C=CC=CC=2C2C(OC)=CC=CC=2OC)CCCCC1>[CH3:1][S:2][C:3]1[CH:8]=[CH:7][CH:6]=[CH:5][C:4]=1[C:14]1[C:13]([NH2:12])=[CH:18][CH:17]=[CH:16][N:15]=1 |f:2.3.4.5.6,9.10.11.12.13|. Procedure details: The 500 mL round-bottom flask, equipped with magnetic stirrer and reflux condenser was charged with 2-(methylthio)phenylboronic acid (9.48 g, 56 mmol), 3-amino-2-bromopyridine (7.15 g, 57 mmol), 2-dicyclohexylphosphino-2′,6′-dimethoxybiphenyl (S-Phos, 0.92 g, 4 mol %), Pd2(dba)3 (1.02 g, 2 mol %), potassium phosphate hydrate (39 g, 3 equivalents), 100 mL of toluene. The flask was filled with nitrogen and heated to reflux under nitrogen atmosphere for 24 hours. Then the reaction was cooled down t... The solvent is C1CCOC1 (THF). The reactants are CC1(CCC(CC1)N(C(=O)OC(C)(C)C)CC1=CC=C(C=C1)C1=CC(=CC=C1)C(=O)OC)C (methyl 4′-[((4,4-dimethylcyclohexyl){[(1,1-dimethylethyl)oxy]carbonyl}-amino)methyl]-3-biphenylcarboxylate), O[Li].O (LiOH.H2O), O (water). Yields the product CC1(CCC(CC1)N(C(=O)OC(C)(C)C)CC1=CC=C(C=C1)C1=CC(=CC=C1)C(=O)O)C (4′-[((4,4-dimethylcyclohexyl){[(1,1-dimethylethyl)oxy]carbonyl}amino)-methyl]-3-biphenylcarboxylic acid). Procedure details: A mixture of methyl 4′-[((4,4-dimethylcyclohexyl){[(1,1-dimethylethyl)oxy]carbonyl}-amino)methyl]-3-biphenylcarboxylate (0.850 g; 1.88 mmol), LiOH.H2O (0.395 g; 9.40 mmol), water (2 mL) and THF (20 mL) was heated under reflux for 24 h, cooled and concentrated in vacuo. The residue was partitioned between EtOAc/1N KHSO4, layers were separated and the organic layer was extracted with EtOAc (×2). combined organics were washed (water, brine), dried over Na2SO4 and concentrated in vacuo affording the... As a reaction SMILES: [CH3:1][C:2]1([CH3:33])[CH2:7][CH2:6][CH:5]([N:8]([CH2:16][C:17]2[CH:22]=[CH:21][C:20]([C:23]3[CH:28]=[CH:27][CH:26]=[C:25]([C:29]([O:31]C)=[O:30])[CH:24]=3)=[CH:19][CH:18]=2)[C:9]([O:11][C:12]([CH3:15])([CH3:14])[CH3:13])=[O:10])[CH2:4][CH2:3]1.O[Li].O.O>C1COCC1>[CH3:1][C:2]1([CH3:33])[CH2:3][CH2:4][CH:5]([N:8]([CH2:16][C:17]2[CH:22]=[CH:21][C:20]([C:23]3[CH:28]=[CH:27][CH:26]=[C:25]([C:29]([OH:31])=[O:30])[CH:24]=3)=[CH:19][CH:18]=2)[C:9]([O:11][C:12]([CH3:13])([CH3:14])[CH3:15])=[O:10])[CH2:6][CH2:7]1 |f:1.2|.